describe an organic reaction: reactants, conditions, products, and yield From a dataset of the Open Reaction Database (ORD), a public repository of structured organic reaction records. Reactants: C([O-])([O-])=O.[Ca+2] (calcium carbonate), [N+](=O)([O-])C1=C(N)C=CC=C1 (2-nitroaniline), ClC(=O)OCCCl (2-chloroethyl chloroformate). The solvent is COCCOC (monoethylene glycol dimethyl ether), O (water). Run at temperature 78 celsius, time 1.5 hour. Product: [N+](=O)([O-])C1=C(C=CC=C1)NC(OCCCl)=O (2-chloroethyl 2-nitrophenylcarbamate). Reaction SMILES: C(=O)([O-])[O-].[Ca+2].[N+:6]([C:9]1[CH:15]=[CH:14][CH:13]=[CH:12][C:10]=1[NH2:11])([O-:8])=[O:7].Cl[C:17]([O:19][CH2:20][CH2:21][Cl:22])=[O:18]>COCCOC.O>[N+:6]([C:9]1[CH:15]=[CH:14][CH:13]=[CH:12][C:10]=1[NH:11][C:17](=[O:18])[O:19][CH2:20][CH2:21][Cl:22])([O-:8])=[O:7] |f:0.1|. Procedure: 135 g of calcium carbonate are added to a solution of 345.3 g of 2-nitroaniline in a mixture of 1020 g of monoethylene glycol dimethyl ether and 150 g of water and the mixture is heated to 78° C. 375 g of 2-chloroethyl chloroformate are then added in the course of 3 hours. The mixture is subsequently stirred at the reflux temperature for 1.5 hours, until the reaction is complete, and is cooled to 35° C., and the product is precipitated with water and ice. The product is filtered off, washed with... The reactants are C1(=CC=CC=C1)CCCS (3-phenylpropyl mercaptan), BrC1=CC=C(C=O)C=C1 (4-bromobenzaldehyde). Product: C1(=CC=CC=C1)CCCSC1=CC=C(C=O)C=C1 (4-(3-Phenylpropylthio)benzaldehyde). The yield is 101.2%. As a reaction SMILES: [C:1]1([CH2:7][CH2:8][CH2:9][SH:10])[CH:6]=[CH:5][CH:4]=[CH:3][CH:2]=1.Br[C:12]1[CH:19]=[CH:18][C:15]([CH:16]=[O:17])=[CH:14][CH:13]=1>>[C:1]1([CH2:7][CH2:8][CH2:9][S:10][C:12]2[CH:19]=[CH:18][C:15]([CH:16]=[O:17])=[CH:14][CH:13]=2)[CH:6]=[CH:5][CH:4]=[CH:3][CH:2]=1. Procedure: By the method of Preparation 7, 3-phenylpropyl mercaptan (41.1 g) and 4-bromobenzaldehyde (53.7 g) were converted to 70 g of present title product, isolated as an oil following chromatography on silica gel using 9:1 hexane:ethyl acetate as eluant; tlc Rf 0.4 (1:4 ethyl acetate:hexane). Starting materials: C(C)(C)C1CC2=CC=C(C=C2C1)C(C(=O)O)=O (2-isopropyl-α-oxo-5-indanacetic acid), [OH-].[K+] (potassium hydroxide), O.NN (hydrazine hydrate). The product is C(C)(C)C1CC2=CC=C(C=C2C1)CC(=O)O (2-isopropyl-5-indanacetic acid). RXN SMILES: [CH:1]([CH:4]1[CH2:12][C:11]2[C:6](=[CH:7][CH:8]=[C:9]([C:13](=O)[C:14]([OH:16])=[O:15])[CH:10]=2)[CH2:5]1)([CH3:3])[CH3:2].[OH-].[K+].O.NN>>[CH:1]([CH:4]1[CH2:12][C:11]2[C:6](=[CH:7][CH:8]=[C:9]([CH2:13][C:14]([OH:16])=[O:15])[CH:10]=2)[CH2:5]1)([CH3:3])[CH3:2] |f:1.2,3.4|. Procedure details: 2-isopropyl-α-oxo-5-indanacetic acid is reduced in a manner analogous to that described in Example 4, by reaction with potassium hydroxide and hydrazine hydrate. The title compound has an M.P. of 83°-86°. The product is C[Si](CC(CC(=O)OCC)C#N)(C)C (ethyl 4-trimethylsilyl-3-cyanobutanoate). Reactants: C(#N)C(C(=O)OCC)(CC(=O)OCC)C[Si](C)(C)C (diethyl 2-cyano-2-(trimethylsilylmethyl)succinate), O (water), [Br-].[Li+] (lithium bromide), Cl (hydrochloric acid). The solvent is CN(C=O)C (dimethylformamide). RXN SMILES: [C:1]([C:3]([CH2:15][Si:16]([CH3:19])([CH3:18])[CH3:17])([CH2:9][C:10]([O:12][CH2:13][CH3:14])=[O:11])C(OCC)=O)#[N:2].O.[Br-].[Li+].Cl>CN(C)C=O>[CH3:19][Si:16]([CH3:17])([CH3:18])[CH2:15][CH:3]([C:1]#[N:2])[CH2:9][C:10]([O:12][CH2:13][CH3:14])=[O:11] |f:2.3|. The yield is 91.0%. Procedure details: A solution of diethyl 2-cyano-2-(trimethylsilylmethyl)succinate (592 mg, 2.08 mmol) in dimethylformamide (DMF, 5 ml) was added with water (45 μl, 2.50 mmol) and lithium bromide (217 mg, 2.49 mmol), and the mixture was stirred at 150° C. for 15 hours. The reaction mixture was cooled on ice, and added with aqueous hydrochloric acid (1 N), and the mixture was extracted with ethyl acetate. The organic layer was washed with water, and then dried over anhydrous sodium sulfate, and the solvent was evap... Run at temperature 150 celsius, time 15 hour. Starting materials: COC(=O)C(C)(C)Cc1c(C(=O)c2ccc(Cl)cc2)c2ccc(OC(=O)c3ccc(Cl)cc3)cc2n1C, C[O-], CO, [Na+]. Product: COC(=O)C(C)(C)Cc1c(C(=O)c2ccc(Cl)cc2)c2ccc(O)cc2n1C. As a reaction SMILES: [CH3:1][n:2]1[c:3]([CH2:30][C:31]([C:32](=[O:33])[O:34][CH3:35])([CH3:36])[CH3:37])[c:4]([C:21]([c:22]2[cH:23][cH:24][c:25]([Cl:28])[cH:26][cH:27]2)=[O:29])[c:5]2[cH:6][cH:7][c:8]([O:11][C:12](=[O:13])[c:14]3[cH:15][cH:16][c:17]([Cl:18])[cH:19][cH:20]3)[cH:9][c:10]12.[CH3:38][O-:39].[CH3:41][OH:42].[Na+:40]>>[CH3:1][n:2]1[c:3]([CH2:30][C:31]([C:32](=[O:33])[O:34][CH3:35])([CH3:36])[CH3:37])[c:4]([C:21]([c:22]2[cH:23][cH:24][c:25]([Cl:28])[cH:26][cH:27]2)=[O:29])[c:5]2[cH:6][cH:7][c:8]([OH:11])[cH:9][c:10]12. The reactants are example 5 ( 20 ), NCC(C(=O)OCC)C1(OCCO1)C (ethyl 3-amino-2-(2-methyl-[1,3]dioxolan-2-yl)propionate), C1(=CC=CC=C1)/C=1/C(=O)OC(\C1)=O (phenylmaleic anhydride). Yields the product O=C1N(C(C=C1C1=CC=CC=C1)=O)CC(C(=O)OCC)C1(OCCO1)C (Ethyl 3-(2,5-dioxo-3-phenyl-2,5-dihydro-pyrrol-1-yl)-2-(2-methyl-[1,3]dioxolan-2-yl)propionate). Reaction SMILES: [NH2:1][CH2:2][CH:3]([C:9]1([CH3:14])[O:13][CH2:12][CH2:11][O:10]1)[C:4]([O:6][CH2:7][CH3:8])=[O:5].[C:15]1([C:21]2[C:22]([O:24][C:25](=O)[CH:26]=2)=[O:23])[CH:20]=[CH:19][CH:18]=[CH:17][CH:16]=1>>[O:23]=[C:22]1[C:21]([C:15]2[CH:20]=[CH:19][CH:18]=[CH:17][CH:16]=2)=[CH:26][C:25](=[O:24])[N:1]1[CH2:2][CH:3]([C:9]1([CH3:14])[O:10][CH2:11][CH2:12][O:13]1)[C:4]([O:6][CH2:7][CH3:8])=[O:5]. Reported procedure: Ethyl 3-(2,5-dioxo-3-phenyl-2,5-dihydro-pyrrol-1-yl)-2-(2-methyl-[1,3]dioxolan-2-yl)propionate was prepared (0.41 g, 58%) in the same manner as described in the above example 5 (20) from ethyl 3-amino-2-(2-methyl-[1,3]dioxolan-2-yl)propionate (0.40 g, 1.96 mmol) and phenylmaleic anhydride (0.57 g, 2.16 mmol), and the obtained product was identified with the following NMR data. Starting materials: COC(=O)c1cnc2c(ccn2S(=O)(=O)c2ccc(C)cc2)c1, C[O-], CO, [Na+]. As a reaction SMILES: [CH3:1][O:2][C:3](=[O:4])[c:5]1[cH:6][c:7]2[c:8]([n:9][cH:10]1)[n:11]([S:14]([c:15]1[cH:16][cH:17][c:18]([CH3:19])[cH:20][cH:21]1)(=[O:22])=[O:23])[cH:12][cH:13]2.[CH3:24][O-:25].[CH3:27][OH:28].[Na+:26]>>[CH3:1][O:2][C:3](=[O:4])[c:5]1[cH:6][c:7]2[c:8]([n:9][cH:10]1)[nH:11][cH:12][cH:13]2. Yields the product COC(=O)c1cnc2[nH]ccc2c1. Reactants: [Si](C)(C)(C(C)(C)C)O[C@@H]1C=C2C=C[C@@H]([C@@H]([C@H]2[C@H](C1)OC(C(CCCC)OC1=CC=CC=C1)=O)CC[C@@H]1C[C@H](CC(O1)=O)O[Si](C)(C)C(C)(C)C)C ((4R,6R)-6-([1S,2S,6S,8S,8aR]-2-{1,2,6,7,8,8a-Hexahydro-6-t-butyldimethylsilyloxy-8-[(2RS)-2-phenoxyhexanoyloxy]-2-methyl-1-naphthyl}ethyl)tetrahydro-4-t-butyldimethylsilyloxy-2H -pyran-2-one), solution, [F-].C(CCC)[N+](CCCC)(CCCC)CCCC (tetrabutylammonium fluoride). Run in O1CCCC1 (tetrahydrofuran). Yields the product O[C@@H]1C=C2C=C[C@@H]([C@@H]([C@H]2[C@H](C1)OC(C(CCCC)OC1=CC=CC=C1)=O)CC[C@@H]1C[C@H](CC(O1)=O)O)C ((4R,6R)-6-([1S,2S,6S,8S,8aR]-2-{1,2,6,7,8,8a-Hexahydro-6-hydroxy-8-[(2RS)-2-phenoxyhexanoyloxy]-2-methyl-1-naphthyl}ethyl)tetrahydro-4-hydroxy-2H-pyran-2-one). Isolated yield 98.3%. As a reaction SMILES: [Si]([O:8][C@H:9]1[CH2:18][C@H:17]([O:19][C:20](=[O:33])[CH:21]([O:26][C:27]2[CH:32]=[CH:31][CH:30]=[CH:29][CH:28]=2)[CH2:22][CH2:23][CH2:24][CH3:25])[C@H:16]2[C:11]([CH:12]=[CH:13][C@H:14]([CH3:51])[C@@H:15]2[CH2:34][CH2:35][C@H:36]2[O:41][C:40](=[O:42])[CH2:39][C@H:38]([O:43][Si](C(C)(C)C)(C)C)[CH2:37]2)=[CH:10]1)(C(C)(C)C)(C)C.[F-].C([N+](CCCC)(CCCC)CCCC)CCC>O1CCCC1>[OH:8][C@H:9]1[CH2:18][C@H:17]([O:19][C:20](=[O:33])[CH:21]([O:26][C:27]2[CH:32]=[CH:31][CH:30]=[CH:29][CH:28]=2)[CH2:22][CH2:23][CH2:24][CH3:25])[C@H:16]2[C:11]([CH:12]=[CH:13][C@H:14]([CH3:51])[C@@H:15]2[CH2:34][CH2:35][C@H:36]2[O:41][C:40](=[O:42])[CH2:39][C@H:38]([OH:43])[CH2:37]2)=[CH:10]1 |f:1.2|. Reported procedure: A procedure similar to that described in Example above, was followed, but using 1.03 g of (4R,6R)-6-([1S,2S,6S,8S,8aR]-2-{1,2,6,7,8,8a-hexahydro-6-t-butyldimethylsilyloxy-8-[(2RS)-2-phenoxyhexanoyloxy]-2-methyl-1-naphthyl}ethyl)tetrahydro-4-t-butyldimethylsilyloxy-2H-pyran-2-one [prepared as described in Example 124, above] and 20.8 ml of a 1.0 molar solution of tetrabutylammonium fluoride in tetrahydrofuran, to give 0.7 g of the title compound as white crystals, melting at between 139° and 141°...